This data is from the Open Reaction Database (ORD), a public repository of structured organic reaction records. The task is: describe an organic reaction: reactants, conditions, products, and yield Starting materials: Brc1ccsc1, [Li]CCCC, CCCC[Sn](Cl)(CCCC)CCCC, CCOCC, CCCCCC. The product is CCCC[Sn](CCCC)(CCCC)c1ccsc1. RXN SMILES: [Br:1][c:2]1[cH:3][s:4][cH:5][cH:6]1.[CH2:13]([Li:14])[CH2:15][CH2:16][CH3:17].[CH2:18]([CH2:19][CH2:20][CH3:21])[Sn:22]([CH2:23][CH2:24][CH2:25][CH3:26])([CH2:27][CH2:28][CH2:29][CH3:30])[Cl:31].[CH2:32]([O:33][CH2:34][CH3:35])[CH3:36].[CH3:7][CH2:8][CH2:9][CH2:10][CH2:11][CH3:12]>>[c:2]1([Sn:22]([CH2:18][CH2:19][CH2:20][CH3:21])([CH2:23][CH2:24][CH2:25][CH3:26])[CH2:27][CH2:28][CH2:29][CH3:30])[cH:3][s:4][cH:5][cH:6]1. The reactants are FC(F)(F)c1cccc(Br)c1, CC(C)(C)[O-], CO, [K+], OCCC1CCNCC1, [Na+], [OH-], c1ccc(P(c2ccccc2)c2ccc3ccccc3c2-c2c(P(c3ccccc3)c3ccccc3)ccc3ccccc23)cc1. The product is OCCC1CCN(c2cccc(C(F)(F)F)c2)CC1. RXN SMILES: [Br:1][c:2]1[cH:3][c:4]([C:8]([F:9])([F:10])[F:11])[cH:5][cH:6][cH:7]1.[CH3:21][C:22]([CH3:23])([O-:24])[CH3:25].[CH3:75][OH:76].[K+:74].[NH:12]1[CH2:13][CH2:14][CH:15]([CH2:18][CH2:19][OH:20])[CH2:16][CH2:17]1.[Na+:26].[OH-:73].[cH:27]1[cH:28][cH:29][c:30]([P:31]([c:32]2[cH:33][cH:34][c:35]3[c:36]([cH:37][cH:38][cH:39][cH:40]3)[c:41]2-[c:42]2[c:43]3[c:44]([cH:45][cH:46][cH:47][cH:48]3)[cH:49][cH:50][c:51]2[P:52]([c:53]2[cH:54][cH:55][cH:56][cH:57][cH:58]2)[c:59]2[cH:60][cH:61][cH:62][cH:63][cH:64]2)[c:65]2[cH:66][cH:67][cH:68][cH:69][cH:70]2)[cH:71][cH:72]1>>[c:2]1([N:12]2[CH2:13][CH2:14][CH:15]([CH2:18][CH2:19][OH:20])[CH2:16][CH2:17]2)[cH:3][c:4]([C:8]([F:9])([F:10])[F:11])[cH:5][cH:6][cH:7]1. RXN SMILES: [CH2:34]([Cl:35])[Cl:36].[Cl:1][c:2]1[cH:3][cH:4][c:5]2[c:9]([cH:10]1)[N:8]([c:11]1[c:12]([Cl:17])[cH:13][cH:14][cH:15][cH:16]1)[CH2:7][C:6]21[CH2:18][CH2:19][N:20]([CH3:23])[CH2:21][CH2:22]1.[Cl:24][C:25](=[O:26])[O:27][c:28]1[cH:29][cH:30][cH:31][cH:32][cH:33]1>>[Cl:1][c:2]1[cH:3][cH:4][c:5]2[c:9]([cH:10]1)[N:8]([c:11]1[c:12]([Cl:17])[cH:13][cH:14][cH:15][cH:16]1)[CH2:7][C:6]21[CH2:18][CH2:19][N:20]([C:25](=[O:26])[O:27][c:28]2[cH:29][cH:30][cH:31][cH:32][cH:33]2)[CH2:21][CH2:22]1. Starting materials: ClCCl, CN1CCC2(CC1)CN(c1ccccc1Cl)c1cc(Cl)ccc12, O=C(Cl)Oc1ccccc1. Product: O=C(Oc1ccccc1)N1CCC2(CC1)CN(c1ccccc1Cl)c1cc(Cl)ccc12. Starting materials: [C+4], COc1ccc(-c2c[nH]c3c(OCCOCc4ccccc4)ccc(F)c3c2=O)cc1, CCO, [H][H], [OH-], [OH-], [OH-], [OH-], [OH-], [OH-], [Pd+2]. Product: COc1ccc(-c2c[nH]c3c(OCCO)ccc(F)c3c2=O)cc1. Reaction SMILES: [C+4:34].[CH2:1]([c:2]1[cH:3][cH:4][cH:5][cH:6][cH:7]1)[O:8][CH2:9][CH2:10][O:11][c:12]1[cH:13][cH:14][c:15]([F:31])[c:16]2[c:17](=[O:30])[c:18](-[c:22]3[cH:23][cH:24][c:25]([O:28][CH3:29])[cH:26][cH:27]3)[cH:19][nH:20][c:21]12.[CH3:42][CH2:43][OH:44].[H:32][H:33].[OH-:35].[OH-:37].[OH-:38].[OH-:39].[OH-:40].[OH-:41].[Pd+2:36]>>[OH:8][CH2:9][CH2:10][O:11][c:12]1[cH:13][cH:14][c:15]([F:31])[c:16]2[c:17](=[O:30])[c:18](-[c:22]3[cH:23][cH:24][c:25]([O:28][CH3:29])[cH:26][cH:27]3)[cH:19][nH:20][c:21]12. The reactants are CCOC(=O)c1cn2ccc(CC)cc2n1, CCO, Cl, [Na+], [OH-], O. Yields the product CCc1ccn2cc(C(=O)O)nc2c1. As a reaction SMILES: [CH2:1]([CH3:2])[c:3]1[cH:4][c:5]2[n:6]([cH:7][cH:8]1)[cH:9][c:10]([C:12](=[O:13])[O:14][CH2:15][CH3:16])[n:11]2.[CH3:20][CH2:21][OH:22].[ClH:19].[Na+:18].[OH-:17].[OH2:23]>>[CH2:1]([CH3:2])[c:3]1[cH:4][c:5]2[n:6]([cH:7][cH:8]1)[cH:9][c:10]([C:12](=[O:13])[OH:14])[n:11]2. Reaction conditions: temperature 0 celsius, time 3 hour. The reactants are CNC (dimethylamine), NC1=NN=C2N1N=C(C=C2C)C(=O)OC (Methyl 3-amino-8-methyl-[1,2,4]triazolo[4,3-b]pyridazine-6-carboxylate), CNC (dimethylamine), CNC (dimethylamine), CNC (dimethylamine). The solvent is CO (methanol). Yields the product CNC(=O)C=1C=C(C=2N(N1)C(=NN2)N)C (N-Methyl-3-amino-8-methyl-[1,2,4]triazolo[4,3-b]pyridazine-6-carboxamide). Procedure details: Methyl 3-amino-8-methyl-[1,2,4]triazolo[4,3-b]pyridazine-6-carboxylate (W1.146; 210 mg) was dissolved in methanol (4 ml), cooled to 0° C., slowly admixed dropwise with dimethylamine (2.02 ml; 2 M in THF) and stirred at 0° C. After 3 h, a further 5 equivalents of dimethylamine solution were added and the mixture was stirred at 40° C. for 4 h. After standing overnight, another 5 equivalents of dimethylamine solution were added and the mixture was stirred at 40° C. for a further 8 h. After standing... RXN SMILES: [NH2:1][C:2]1[N:6]2[N:7]=[C:8]([C:12]([O:14]C)=O)[CH:9]=[C:10]([CH3:11])[C:5]2=[N:4][N:3]=1.[CH3:16][NH:17]C>CO>[CH3:16][NH:17][C:12]([C:8]1[CH:9]=[C:10]([CH3:11])[C:5]2[N:6]([C:2]([NH2:1])=[N:3][N:4]=2)[N:7]=1)=[O:14]. Yields the product C(C)OC(C1=C(C=C(C(=C1)C#N)OC)OCC)=O (5-cyano-2-ethoxy-4-methoxy-benzoic acid ethyl ester). The reactants are C(C)OC(C1=C(C=C(C=C1)OC)OCC)=O (2-ethoxy-4-methoxy-benzoic acid ethyl ester), ClS(=O)(=O)N=C=O (chlorosulfonyl isocyanate). Procedure details: To a stirring solution of 2-ethoxy-4-methoxy-benzoic acid ethyl ester (1.5 g, 6.7 mmol) in 1,2-dichloroethane (2 mL) was added chlorosulfonyl isocyanate (0.923 mL, 10.6 mmol, in 1 mL of 1,2-dichloroethane) in several portions. The reaction was stirred at 50° C. overnight. Reaction was diluted with methylene chloride (2 mL) and water (1 mL), and extracted. The organic layer was washed with brine and concentrated in vacuo. Purification of the crude residue by flash column chromatography (silica ge... The solvent is C(Cl)Cl (methylene chloride), O (water), ClCCCl (1,2-dichloroethane). Reaction SMILES: [CH2:1]([O:3][C:4](=[O:16])[C:5]1[CH:10]=[CH:9][C:8]([O:11][CH3:12])=[CH:7][C:6]=1[O:13][CH2:14][CH3:15])[CH3:2].ClS([N:21]=[C:22]=O)(=O)=O>ClCCCl.C(Cl)Cl.O>[CH2:1]([O:3][C:4](=[O:16])[C:5]1[CH:10]=[C:9]([C:22]#[N:21])[C:8]([O:11][CH3:12])=[CH:7][C:6]=1[O:13][CH2:14][CH3:15])[CH3:2]. Isolated yield 53.9%. Conditions: temperature 50 celsius, time 8 hour.